Dataset: the Open Reaction Database (ORD), a public repository of structured organic reaction records. Task: describe an organic reaction: reactants, conditions, products, and yield The reactants are [Cl-].[NH4+] (ammonium chloride), C(C)(C)N1CCN(CC1)C(=O)C=1C=C2C=C(NC2=CC1)C(=O)N1CCN(CC1)S(=O)(=O)N1CCCCC1 ([5-(4-Isopropyl-piperazine-1-carbonyl)-1H-indol-2-yl]-[4-(piperidine-1-sulfonyl)-piperazin-1-yl]-methanone), [H-].[Na+] (sodium hydride), C1(CC1)CBr (cyclopropylmethyl bromide). Product: C1(CC1)CN1C(=CC2=CC(=CC=C12)C(=O)N1CCN(CC1)C(C)C)C(=O)N1CCN(CC1)S(=O)(=O)N1CCCCC1 ([1-Cyclopropylmethyl-5-(4-isopropyl-piperazine-1-carbonyl)-1H-indol-2-yl]-[4-(piperidine-1-sulfonyl)-piperazin-1-yl]-methanone). Run at temperature 70 celsius, time 20 minute. Reported procedure: A suspension of 0.15 g (0.28 mmol) [5-(4-isopropyl-piperazine-1-carbonyl)-1H-indol-2-yl]-[4-(piperidine-1-sulfonyl)-piperazin-1-yl]-methanone (example 2) and 14 mg (0.32 mmol; 55% dispersion in mineral oil) sodium hydride in 2 mL N,N-dimethyl-formamide was stirred 20 min. at 70° C. 34 μL (48 mg, 0.35 mmol) cyclopropylmethyl bromide were added and the solution was stirred another 45 min. at 70° C. After cooling to room temperature, the mixture was poured into 10% aqueous ammonium chloride solutio... RXN SMILES: [CH:1]([N:4]1[CH2:9][CH2:8][N:7]([C:10]([C:12]2[CH:13]=[C:14]3[C:18](=[CH:19][CH:20]=2)[NH:17][C:16]([C:21]([N:23]2[CH2:28][CH2:27][N:26]([S:29]([N:32]4[CH2:37][CH2:36][CH2:35][CH2:34][CH2:33]4)(=[O:31])=[O:30])[CH2:25][CH2:24]2)=[O:22])=[CH:15]3)=[O:11])[CH2:6][CH2:5]1)([CH3:3])[CH3:2].[H-].[Na+].[CH:40]1([CH2:43]Br)[CH2:42][CH2:41]1.[Cl-].[NH4+]>CN(C)C=O>[CH:40]1([CH2:43][N:17]2[C:18]3[C:14](=[CH:13][C:12]([C:10]([N:7]4[CH2:8][CH2:9][N:4]([CH:1]([CH3:3])[CH3:2])[CH2:5][CH2:6]4)=[O:11])=[CH:20][CH:19]=3)[CH:15]=[C:16]2[C:21]([N:23]2[CH2:28][CH2:27][N:26]([S:29]([N:32]3[CH2:37][CH2:36][CH2:35][CH2:34][CH2:33]3)(=[O:31])=[O:30])[CH2:25][CH2:24]2)=[O:22])[CH2:42][CH2:41]1 |f:1.2,4.5|. Run in CN(C=O)C (N,N-dimethyl-formamide). Isolated yield 91.6%. The reactants are Br, Cl, Nc1nc(-c2ccccc2[N+](=O)[O-])cs1, Cc1ccc(S(=O)(=O)Cl)cc1, c1ccncc1. Product: Cc1ccc(S(=O)(=O)Nc2nc(-c3ccccc3[N+](=O)[O-])cs2)cc1. Reaction SMILES: [BrH:1].[ClH:28].[N+:2](=[O:3])([O-:4])[c:5]1[c:6](-[c:11]2[n:12][c:13]([NH2:16])[s:14][cH:15]2)[cH:7][cH:8][cH:9][cH:10]1.[c:17]1([CH3:27])[cH:18][cH:19][c:20]([S:23](=[O:24])(=[O:25])[Cl:26])[cH:21][cH:22]1.[cH:29]1[cH:30][cH:31][n:32][cH:33][cH:34]1>>[N+:2](=[O:3])([O-:4])[c:5]1[c:6](-[c:11]2[n:12][c:13]([NH:16][S:23]([c:20]3[cH:19][cH:18][c:17]([CH3:27])[cH:22][cH:21]3)(=[O:24])=[O:25])[s:14][cH:15]2)[cH:7][cH:8][cH:9][cH:10]1. Starting materials: CO, [Cl-], O=C(c1cc(OCC(O)CO)ccc1F)c1ccc(Nc2ccccc2[N+](=O)[O-])cc1Cl, [NH4+]. Product: Nc1ccccc1Nc1ccc(C(=O)c2cc(OCC(O)CO)ccc2F)c(Cl)c1. As a reaction SMILES: [CH3:35][OH:36].[Cl-:33].[Cl:1][c:2]1[c:3]([C:18](=[O:19])[c:20]2[c:21]([F:32])[cH:22][cH:23][c:24]([O:26][CH2:27][CH:28]([CH2:29][OH:30])[OH:31])[cH:25]2)[cH:4][cH:5][c:6]([NH:8][c:9]2[c:10]([N+:15]([O-:16])=[O:17])[cH:11][cH:12][cH:13][cH:14]2)[cH:7]1.[NH4+:34]>>[Cl:1][c:2]1[c:3]([C:18](=[O:19])[c:20]2[c:21]([F:32])[cH:22][cH:23][c:24]([O:26][CH2:27][CH:28]([CH2:29][OH:30])[OH:31])[cH:25]2)[cH:4][cH:5][c:6]([NH:8][c:9]2[c:10]([NH2:15])[cH:11][cH:12][cH:13][cH:14]2)[cH:7]1.